Dataset: the Open Reaction Database (ORD), a public repository of structured organic reaction records. Task: describe an organic reaction: reactants, conditions, products, and yield RXN SMILES: [Al+3:12].[CH2:1]([CH3:2])[O:3][C:4](=[O:5])[c:6]1[nH:7][cH:8][cH:9][cH:10]1.[Cl-:11].[Cl-:13].[Cl-:14].[Cl:15][c:16]1[cH:17][cH:18][c:19]([CH2:22][C:23](=[O:24])[Cl:25])[cH:20][cH:21]1.[Cl:26][CH:27]([Cl:28])[CH3:29]>>[CH2:1]([CH3:2])[O:3][C:4](=[O:5])[c:6]1[nH:7][cH:8][c:9]([C:23]([CH2:22][c:19]2[cH:18][cH:17][c:16]([Cl:15])[cH:21][cH:20]2)=[O:24])[cH:10]1. The product is CCOC(=O)c1cc(C(=O)Cc2ccc(Cl)cc2)c[nH]1. The reactants are [Al+3], CCOC(=O)c1ccc[nH]1, [Cl-], [Cl-], [Cl-], O=C(Cl)Cc1ccc(Cl)cc1, CC(Cl)Cl. Reactants: ClC1=CC=C(C2=NON=C21)[N+](=O)[O-] (4-chloro-7-nitro-2,1,3-benzoxadiazole), N1=CC=CC=C1 (pyridine), SCCC(=O)O (3-mercaptopropionic acid). Solvent: C(C)O.O (ethyl alcohol water). The product is [N+](=O)([O-])C1=CC=C(C=2C1=NON2)SCCC(=O)O (3-(7-nitro-2,1,3-benzoxadiazol-4-ylthio)propionic acid). As a reaction SMILES: Cl[C:2]1[C:10]2[C:6](=[N:7][O:8][N:9]=2)[C:5]([N+:11]([O-:13])=[O:12])=[CH:4][CH:3]=1.[SH:14][CH2:15][CH2:16][C:17]([OH:19])=[O:18].N1C=CC=CC=1>C(O)C.O>[N+:11]([C:5]1[C:6]2=[N:7][O:8][N:9]=[C:10]2[C:2]([S:14][CH2:15][CH2:16][C:17]([OH:19])=[O:18])=[CH:3][CH:4]=1)([O-:13])=[O:12] |f:3.4|. Procedure details: A solution of 4-chloro-7-nitro-2,1,3-benzoxadiazole (1 mmole) and 3-mercaptopropionic acid (Sigma-Aldrich, Fine Chemicals) (1 mmole) was made to react in 6 ml of ethyl alcohol: water 0.3:1 containing 2.5 mmoles of pyridine. Starting materials: COC(=O)c1ccc(N(CCCl)CCCl)c(OC)c1, Cl. The product is COc1cc(C(=O)O)ccc1N(CCCl)CCCl. As a reaction SMILES: [CH3:1][O:2][c:3]1[cH:4][c:5]([C:6](=[O:7])[O:8][CH3:9])[cH:10][cH:11][c:12]1[N:13]([CH2:14][CH2:15][Cl:16])[CH2:17][CH2:18][Cl:19].[ClH:20]>>[CH3:1][O:2][c:3]1[cH:4][c:5]([C:6](=[O:7])[OH:8])[cH:10][cH:11][c:12]1[N:13]([CH2:14][CH2:15][Cl:16])[CH2:17][CH2:18][Cl:19]. Starting materials: CN1N=NN=C1SCCCCl (1-Methyl-5-(3-chloropropyl)thio-1,2,3,4-tetrazole), C1(=CC=CC=C1)S (thiophenol), C([O-])([O-])=O.[K+].[K+] (potassium carbonate). Reagents/catalysts: [I-].[K+] (potassium iodide). The solvent is CC(=O)C (acetone). Product: CN1N=NN=C1SCCCSC1=CC=CC=C1 (1-methyl-5-(3-phenylthiopropyl)thio-1,2,3,4-tetrazole). Yield: 95.2%. Reaction SMILES: [CH3:1][N:2]1[C:6]([S:7][CH2:8][CH2:9][CH2:10]Cl)=[N:5][N:4]=[N:3]1.[C:12]1([SH:18])[CH:17]=[CH:16][CH:15]=[CH:14][CH:13]=1.C(=O)([O-])[O-].[K+].[K+]>CC(C)=O.[I-].[K+]>[CH3:1][N:2]1[C:6]([S:7][CH2:8][CH2:9][CH2:10][S:18][C:12]2[CH:17]=[CH:16][CH:15]=[CH:14][CH:13]=2)=[N:5][N:4]=[N:3]1 |f:2.3.4,6.7|. Procedure: 1-Methyl-5-(3-chloropropyl)thio-1,2,3,4-tetrazole (1.9 g) and thiophenol (1.1 g) are dissolved in acetone (50 ml). To the mixture are added potassium carbonate (1.5 g) and potassium iodide (0.1 g), and the mixture is refluxed for 3 hours. After acetone is distilled off, water is added to the residue, and the mixture is extracted with ether. The ether solution is washed with diluted aqueous sodium hydroxide and saturated aqueous sodium chloride and dried over sodium sulfate. After ether is distil... Reactants: BrN1C(CCC1=O)=O (N-bromosuccinimide), C1(=CC=CC=2CCCCC12)O (5,6,7,8-tetrahydronaphthalen-1-ol), C(C)(C)NC(C)C (diisopropylamine), Cl (HCl). Solvent: O (H2O), ClCCl (dichloromethane), CCCCCC (hexane), ClCCl (dichloromethane). Conditions: temperature 0 celsius, time 1 hour. Product: BrC1=C(C=2CCCCC2C=C1)O (2-Bromo-5,6,7,8-tetrahydronaphthalen-1-ol). The yield is 72.9%. RXN SMILES: [C:1]1([OH:11])[C:10]2[CH2:9][CH2:8][CH2:7][CH2:6][C:5]=2[CH:4]=[CH:3][CH:2]=1.C(NC(C)C)(C)C.[Br:19]N1C(=O)CCC1=O.Cl>ClCCl.CCCCCC.O>[Br:19][C:2]1[CH:3]=[CH:4][C:5]2[CH2:6][CH2:7][CH2:8][CH2:9][C:10]=2[C:1]=1[OH:11]. Reported procedure: To a stirred mixture of 5,6,7,8-tetrahydronaphthalen-1-ol (29.2 g, 195 mmol) in dichloromethane (300 mL) was added diisopropylamine (2.75 mL, 19.5 mmol) at room temperature. The reaction mixture was cooled to 0° C., and N-bromosuccinimide (36.62 g, 205 mmol) dissolved in dichloromethane (1.0 L) was added dropwise over 6.5 h. The mixture was then allowed to stir at room temperature for an additional 1 h. At this point 1N HCl was slowly added until the mixture reached pH 1, added H2O (100 mL), sep... Starting materials: CCOC(=O)C1CCNCC1, CCOC(=O)C1CCN(C(=O)C2(C)CC2)CC1, C1CCOC1, CC1(C(=O)O)CC1, CCO, [Li+], [OH-], O, O. The product is CC1(C(=O)N2CCC(C(=O)O)CC2)CC1. RXN SMILES: [CH2:18]([O:19][C:20]([CH:21]1[CH2:22][CH2:23][NH:24][CH2:25][CH2:26]1)=[O:27])[CH3:28].[CH2:1]([CH3:2])[O:3][C:4](=[O:5])[CH:6]1[CH2:7][CH2:8][N:9]([C:12](=[O:13])[C:14]2([CH3:17])[CH2:15][CH2:16]2)[CH2:10][CH2:11]1.[CH2:39]1[O:40][CH2:41][CH2:42][CH2:43]1.[CH3:29][C:30]1([C:31]([OH:32])=[O:33])[CH2:34][CH2:35]1.[CH3:44][CH2:45][OH:46].[Li+:37].[OH-:36].[OH2:38].[OH2:47]>>[O:3]=[C:4]([OH:5])[CH:6]1[CH2:7][CH2:8][N:9]([C:12](=[O:13])[C:14]2([CH3:17])[CH2:15][CH2:16]2)[CH2:10][CH2:11]1.